Dataset: the Open Reaction Database (ORD), a public repository of structured organic reaction records. Task: describe an organic reaction: reactants, conditions, products, and yield Reactants: CN(C)c1ccccn1, C(=NC1CCCCC1)=NC1CCCCC1, O=C1C2CC(O)CN2C(=O)N1c1cc(Cl)cc(Cl)c1, ClCCl, O=C(O)c1ccccc1. Product: O=C(OC1CC2C(=O)N(c3cc(Cl)cc(Cl)c3)C(=O)N2C1)c1ccccc1. As a reaction SMILES: [CH3:20][N:21]([c:22]1[cH:23][cH:24][cH:25][cH:26][n:27]1)[CH3:28].[CH:38]1([N:39]=[C:40]=[N:41][CH:42]2[CH2:43][CH2:44][CH2:45][CH2:46][CH2:47]2)[CH2:48][CH2:49][CH2:50][CH2:51][CH2:52]1.[Cl:1][c:2]1[cH:3][c:4]([N:9]2[C:10](=[O:19])[N:11]3[CH:12]([C:13]2=[O:14])[CH2:15][CH:16]([OH:18])[CH2:17]3)[cH:5][c:6]([Cl:8])[cH:7]1.[Cl:53][CH2:54][Cl:55].[OH:29][C:30](=[O:31])[c:32]1[cH:33][cH:34][cH:35][cH:36][cH:37]1>>[Cl:1][c:2]1[cH:3][c:4]([N:9]2[C:10](=[O:19])[N:11]3[CH:12]([C:13]2=[O:14])[CH2:15][CH:16]([O:18][C:30](=[O:29])[c:32]2[cH:33][cH:34][cH:35][cH:36][cH:37]2)[CH2:17]3)[cH:5][c:6]([Cl:8])[cH:7]1. The reactants are CC(=O)O[BH-](OC(C)=O)OC(C)=O, C1CCOC1, CN(C)c1ccc(C=O)cc1, CCOC(C)=O, CC(C)c1ccc(N)cc1, [Cl-], [NH4+], [Na+]. Product: CC(C)c1ccc(NCc2ccc(N(C)C)cc2)cc1. RXN SMILES: [C:22]([O:23][BH-:24]([O:25][C:26](=[O:27])[CH3:28])[O:29][C:30](=[O:31])[CH3:32])(=[O:33])[CH3:34].[CH2:44]1[O:45][CH2:46][CH2:47][CH2:48]1.[CH3:1][N:2]([c:3]1[cH:4][cH:5][c:6]([CH:7]=[O:8])[cH:9][cH:10]1)[CH3:11].[CH3:38][CH2:39][O:40][C:41]([CH3:42])=[O:43].[CH:12]([CH3:13])([CH3:14])[c:15]1[cH:16][cH:17][c:18]([NH2:19])[cH:20][cH:21]1.[Cl-:36].[NH4+:37].[Na+:35]>>[CH3:1][N:2]([c:3]1[cH:4][cH:5][c:6]([CH2:7][NH:19][c:18]2[cH:17][cH:16][c:15]([CH:12]([CH3:13])[CH3:14])[cH:21][cH:20]2)[cH:9][cH:10]1)[CH3:11]. Reactants: C(CC)N(C(=O)C=1C=C(C(=O)O)C=CC1)CCC (3-[(Dipropylamino)carbonyl]benzoic acid), C(CCl)Cl (EDC), C=1C=CC2=C(C1)N=NN2O (HOBT), Cl.COC([C@@H](N)CC(C)C)=O (L-leucine methyl ester hydrochloride), CN1CCOCC1 (4-methylmorpholine). Run in CN(C)C=O (DMF), CN(C)C=O (DMF). Reaction conditions: time 1 hour. Yields the product C(CC)N(C(=O)C=1C=C(C(=O)N[C@H](C(=O)OC)CC(C)C)C=CC1)CCC (Methyl (2S)-2-({3-[(dipropylamino)carbonyl]benzoyl}amino)-4-methylpentanoate). Yield: 88.0%. RXN SMILES: [CH2:1]([N:4]([CH2:16][CH2:17][CH3:18])[C:5]([C:7]1[CH:8]=[C:9]([CH:13]=[CH:14][CH:15]=1)[C:10]([OH:12])=O)=[O:6])[CH2:2][CH3:3].C(Cl)CCl.C1C=CC2N(O)N=NC=2C=1.Cl.[CH3:34][O:35][C:36](=[O:43])[C@H:37]([CH2:39][CH:40]([CH3:42])[CH3:41])[NH2:38].CN1CCOCC1>CN(C=O)C>[CH2:16]([N:4]([CH2:1][CH2:2][CH3:3])[C:5]([C:7]1[CH:8]=[C:9]([CH:13]=[CH:14][CH:15]=1)[C:10]([NH:38][C@@H:37]([CH2:39][CH:40]([CH3:42])[CH3:41])[C:36]([O:35][CH3:34])=[O:43])=[O:12])=[O:6])[CH2:17][CH3:18] |f:3.4|. Procedure details: 3-[(Dipropylamino)carbonyl]benzoic acid, (1.24 g, 5 mmol) is combined with EDC (0.95 g, 5 mmol) and HOBT (0.69, 5.1 mmol) in 10 mL of DMF and stirred under nitrogen for 1 h. This solution is then added to a solution of L-leucine methyl ester hydrochloride (0.9 g, 5 mmol) and 0.55 mL (5 mmol) of 4-methylmorpholine in 5 mL of DMF. The reaction is continued for 3 days at ambient temperature. It is then quenched with 1 N KH2PO4 and diluted with ethyl acetate. The organic phase is washed with water, ...